The task is: describe an organic reaction: reactants, conditions, products, and yield. This data is from the Open Reaction Database (ORD), a public repository of structured organic reaction records. The reactants are P(Br)(Br)Br (Phosphorus tribromide), C1(=CC(=CC=C1)C(C)O)C (1-(m-tolyl)ethanol). Run at time 12 hour. Product: BrC(C)C1=CC(=CC=C1)C ((±)-1-(1-bromoethyl)-3-methylbenzene). Yield: 91.3%. As a reaction SMILES: P(Br)(Br)[Br:2].[C:5]1([CH3:14])[CH:10]=[CH:9][CH:8]=[C:7]([CH:11](O)[CH3:12])[CH:6]=1>>[Br:2][CH:11]([C:7]1[CH:8]=[CH:9][CH:10]=[C:5]([CH3:14])[CH:6]=1)[CH3:12]. Procedure details: Phosphorus tribromide (4.28 g, 15.9 mmol) was added drop-wise to a stirred neat solution of 1-(m-tolyl)ethanol (0.9 g, 6.6 mmol) at 0° C. After being stirred to room temperature over 12 h, the reaction was carefully quenched with sat'd saturated aqueous NaHCO3 solution and the mixture was extracted with EtOAc. The organic extract was washed with water, dried with MgSO4, and conc. in vacuo to afford the title compound (1.2 g, 91%) as a colorless oil, that was used directly in the next step withou... Starting materials: CCCCCCCCBr, CN(C)C=O, [H-], [Na+], O, CC(C)(c1ccccc1)c1cc(-c2nc(-c3ccccc3)nc(-c3ccccc3)n2)c(O)cc1O. Yields the product CCCCCCCCOc1cc(O)c(-c2nc(-c3ccccc3)nc(-c3ccccc3)n2)cc1C(C)(C)c1ccccc1. Reaction SMILES: [Br:43][CH2:44][CH2:45][CH2:46][CH2:47][CH2:48][CH2:49][CH2:50][CH3:51].[CH3:36][N:37]([CH3:38])[CH:39]=[O:40].[H-:41].[Na+:42].[OH2:52].[OH:1][c:2]1[c:3](-[c:18]2[n:19][c:20](-[c:30]3[cH:31][cH:32][cH:33][cH:34][cH:35]3)[n:21][c:22](-[c:24]3[cH:25][cH:26][cH:27][cH:28][cH:29]3)[n:23]2)[cH:4][c:5]([C:9]([CH3:10])([c:11]2[cH:12][cH:13][cH:14][cH:15][cH:16]2)[CH3:17])[c:6]([OH:8])[cH:7]1>>[OH:1][c:2]1[c:3](-[c:18]2[n:19][c:20](-[c:30]3[cH:31][cH:32][cH:33][cH:34][cH:35]3)[n:21][c:22](-[c:24]3[cH:25][cH:26][cH:27][cH:28][cH:29]3)[n:23]2)[cH:4][c:5]([C:9]([CH3:10])([c:11]2[cH:12][cH:13][cH:14][cH:15][cH:16]2)[CH3:17])[c:6]([O:8][CH2:44][CH2:45][CH2:46][CH2:47][CH2:48][CH2:49][CH2:50][CH3:51])[cH:7]1. Reported procedure: This intermediate was obtained according to general procedure I from 7-fluoro-3,4,4a,8a-tetrahydro-1H-quinolin-2-one (92 mg, 0.56 mmol) and NBS (104 mg, 0.58 mmol) after flash chromatography on silica gel (hexanes/ethyl acetate, 5/1, Rf=0.27) as white solid (120 mg, 0.49 mmol, 88%). As a reaction SMILES: [F:1][C:2]1[CH:3]=[CH:4][CH:5]2[CH:10]([CH:11]=1)[NH:9][C:8](=[O:12])[CH2:7][CH2:6]2.C1C(=O)N([Br:20])C(=O)C1>>[Br:20][C:3]1[C:2]([F:1])=[CH:11][CH:10]2[CH:5]([CH2:6][CH2:7][C:8](=[O:12])[NH:9]2)[CH:4]=1. Reactants: FC=1C=CC2CCC(NC2C1)=O (7-fluoro-3,4,4a,8a-tetrahydro-1H-quinolin-2-one), C1CC(=O)N(C1=O)Br (NBS). Yields the product BrC1=CC2CCC(NC2C=C1F)=O (6-Bromo-7-fluoro-3,4,4a,8a-tetrahydro-1H-quinolin-2-one). The reactants are C(C)(C)(C)OC(NCC(N1CC(CC1)N1CCC(CC1)C1=CC=CC=C1)=O)=O ({2-oxo-2-[3-(4-phenyl-piperidin-1-yl)-pyrrolidin-1-yl]-ethyl}-carbamic acid tert-butyl ester), C(=O)(C(F)(F)F)O (TFA), C1(=CC=CC=C1)C (Toluene). Procedure details: To a solution of {2-oxo-2-[3-(4-phenyl-piperidin-1-yl)-pyrrolidin-1-yl]-ethyl}-carbamic acid tert-butyl ester (preparation #10) (3.25 g, 8.39 mmol) in DCM (200 mL) was added TFA (15 mL). The reaction mixture was stirred at ambient temperature for about 5 h. Toluene (100 mL) was added and the solvents were removed in vacuo. The residue was dissolved in DCM (400 mL) and the organic was washed with saturated NaHCO3, 1.0N NaOH, brine, dried over MgSO4, filtered and concentrated in vacuo to give 2-am... Yield: 97.0%. Yields the product NCC(=O)N1CC(CC1)N1CCC(CC1)C1=CC=CC=C1 (2-amino-1-[3-(4-phenyl-piperidin-1-yl)-pyrrolidin-1-yl]-ethanone). The solvent is C(Cl)Cl (DCM). Reaction conditions: time 5 hour. Reaction SMILES: C(OC(=O)[NH:7][CH2:8][C:9](=[O:27])[N:10]1[CH2:14][CH2:13][CH:12]([N:15]2[CH2:20][CH2:19][CH:18]([C:21]3[CH:26]=[CH:25][CH:24]=[CH:23][CH:22]=3)[CH2:17][CH2:16]2)[CH2:11]1)(C)(C)C.C(O)(C(F)(F)F)=O.C1(C)C=CC=CC=1>C(Cl)Cl>[NH2:7][CH2:8][C:9]([N:10]1[CH2:14][CH2:13][CH:12]([N:15]2[CH2:16][CH2:17][CH:18]([C:21]3[CH:22]=[CH:23][CH:24]=[CH:25][CH:26]=3)[CH2:19][CH2:20]2)[CH2:11]1)=[O:27]. Product: N[C@@H]1CC[C@H](CC1)NC=1C=C(C=2N(N1)C=CN2)NC2=CC=C(C=C2)OCC (N6-(trans-4-aminocyclohexyl)-N8-[4-(ethyloxy)phenyl]imidazo[1,2-b]pyridazine-6,8-diamine). Reaction SMILES: [NH2:1][CH:2]1[CH2:7][CH2:6][CH:5]([NH:8][C:9]2[CH:10]=[C:11]([NH:19][C:20]3[CH:25]=[CH:24][C:23]([O:26][CH2:27][CH3:28])=[CH:22][CH:21]=3)[C:12]3[N:13]([C:15](Cl)=[CH:16][N:17]=3)[N:14]=2)[CH2:4][CH2:3]1.NC1CCC(NC2C=C(NC3C=CC(OCC)=CC=3)C3N(C(Cl)=C(Cl)N=3)N=2)CC1>>[NH2:1][C@H:2]1[CH2:7][CH2:6][C@H:5]([NH:8][C:9]2[CH:10]=[C:11]([NH:19][C:20]3[CH:21]=[CH:22][C:23]([O:26][CH2:27][CH3:28])=[CH:24][CH:25]=3)[C:12]3[N:13]([CH:15]=[CH:16][N:17]=3)[N:14]=2)[CH2:4][CH2:3]1. Reactants: NC1CCC(CC1)NC=1C=C(C=2N(N1)C(=CN2)Cl)NC2=CC=C(C=C2)OCC (N6-(4-aminocyclohexyl)-3-chloro-N8-(4-ethoxyphenyl)imidazo[1,2-b]pyridazine-6,8-diamine), NC1CCC(CC1)NC=1C=C(C=2N(N1)C(=C(N2)Cl)Cl)NC2=CC=C(C=C2)OCC (N6-(4-aminocyclohexyl)-2,3-dichloro-N8-(4-ethoxyphenyl)imidazo[1,2-b]pyridazine-6,8-diamine). Reported procedure: To a mixture of crude N6-(4-aminocyclohexyl)-2,3,7-trichloro-N8-(4-ethoxyphenyl)imidazo[1,2-b]pyridazine-6,8-diamine from if as a free base (140 mg, 0.300 mmol) in EtOH (10 ml) in a 500 ml PARR bottle was added 10% Palladium on carbon (175 mg). The PARR bottle was then charged with H2 at 55 psi and allow to shake at room temperature for 24 hours. The catalyst was then filtered and the filtrate was concentrated in vacuo to give a crude mixture of 3 compounds. This mixture was purified by preparat...